describe an organic reaction: reactants, conditions, products, and yield From a dataset of the Open Reaction Database (ORD), a public repository of structured organic reaction records. Yields the product C(C=C)N1C(=O)N(C(=O)C1C)C1=CC=C(C=C1)C(CC)=NO (1-allyl-3-[4-(1-hydroxyiminopropyl)phenyl]-5-methylhydantoin). Starting materials: ON=C(CC)C1=CC=C(C=C1)NC(=O)N(C(C)C(=O)OCC)CC=C (N-[4-(1-hydroxyiminopropyl)phenyl]-N'-allyl-N'-(1-ethoxycarbonylethyl)urea), O([Na])C (NaOCH3). Procedure: 0.01 mol of this urea is dissolved in 150 mL of CH3OH. the pH is adjusted to approximately 10.0 using 25% NaOCH3 solution in CH3OH. The solution is heated to reflux for 2.5 hours, after which time the solvent is removed in vacuo. The residue is washed with cold water and dried in vacuo to yield crude 1-allyl-3-[4-(1-hydroxyiminopropyl)phenyl]-5-methylhydantoin. The hydantoin is purified by recrystallization from CH3OH: H2O. Reaction SMILES: [OH:1][N:2]=[C:3]([C:6]1[CH:11]=[CH:10][C:9]([NH:12][C:13]([N:15]([CH2:23][CH:24]=[CH2:25])[CH:16]([C:18](OCC)=[O:19])[CH3:17])=[O:14])=[CH:8][CH:7]=1)[CH2:4][CH3:5].O(C)[Na]>CO>[CH2:23]([N:15]1[CH:16]([CH3:17])[C:18](=[O:19])[N:12]([C:9]2[CH:10]=[CH:11][C:6]([C:3](=[N:2][OH:1])[CH2:4][CH3:5])=[CH:7][CH:8]=2)[C:13]1=[O:14])[CH:24]=[CH2:25]. Solvent: CO (CH3OH), CO (CH3OH). Reactants: ClC1=CC(=C(C2=CC=CC=C12)N1CCC(CC1)O)C(C)=O (1-[4-chloro-1-(4-hydroxypiperidin-1-yl)-2-naphthyl]ethanone), C(C)(=O)[O-].[NH4+] (ammonium acetate), C(#N)[BH3-].[Na+] (sodium cyanoborohydride). The solvent is CO (methanol), C(C)#N (acetonitrile). Conditions: temperature 65 celsius. Yields the product NC(C)C1=C(C2=CC=CC=C2C(=C1)Cl)N1CCC(CC1)O (1-[2-(1-Aminoethyl)-4-chloro-1-naphthyl]piperidin-4-ol). RXN SMILES: [Cl:1][C:2]1[C:11]2[C:6](=[CH:7][CH:8]=[CH:9][CH:10]=2)[C:5]([N:12]2[CH2:17][CH2:16][CH:15]([OH:18])[CH2:14][CH2:13]2)=[C:4]([C:19](=O)[CH3:20])[CH:3]=1.C([O-])(=O)C.[NH4+].C([BH3-])#[N:28].[Na+]>CO.C(#N)C>[NH2:28][CH:19]([C:4]1[CH:3]=[C:2]([Cl:1])[C:11]2[C:6](=[CH:7][CH:8]=[CH:9][CH:10]=2)[C:5]=1[N:12]1[CH2:17][CH2:16][CH:15]([OH:18])[CH2:14][CH2:13]1)[CH3:20] |f:1.2,3.4|. Procedure: A mixture of 1-[4-chloro-1-(4-hydroxypiperidin-1-yl)-2-naphthyl]ethanone (74 mg, 0.24 mmol) and ammonium acetate (188 mg, 2.44 mmol) in methanol (1.4 mL) and acetonitrile (1.4 mL) was heated at 65° C. in a sealed tube for 30 minutes. After cooling to room temperature, sodium cyanoborohydride (30.6 mg, 0.487 mmol) was added to the resulting mixture. The reaction was heated at 65° C. for another 4 hours, then cooled to room temperature and quenched with sat. sodium bicarbonate and extracted with d... Yield: 70.6%. Reactants: diazonium salt, [N+](=O)([O-])C1=CC=C(N)C=C1 (4-nitroaniline), COC1=C(N)C=CC(=C1)OC (2,4-dimethoxyaniline), CN(C=O)C.CN(C)C=O (dimethylformamide DMF). Conditions: time 1.5 hour. Yields the product NC1=CC(=C(C=C1OC)N=NC1=CC=C(C=C1)[N+](=O)[O-])OC (1-[(4-amino-2,5-dimethoxyphenyl) diazenyl]-4-nitrobenzene). Procedure details: A diazonium salt synthesized from 4-nitroaniline using the procedure of example 1 (1.4 g, 5.9 mmol) was added portionwise to a solution of 2,4-dimethoxyaniline (0.97 g, 6.3 mmol) in dimethylformamide DMF) (20 ml). The resulting red mixture was stirred for 1.5 h, filtered, and the resulting solid recrystallized from ethyl acetate (EtOAc)/Hexanes to give 1.3 g (70.6%) of Compound 5. RXN SMILES: [N+:1]([C:4]1[CH:10]=[CH:9][C:7]([NH2:8])=[CH:6][CH:5]=1)([O-:3])=[O:2].[CH3:11][O:12][C:13]1[CH:19]=[C:18](OC)[CH:17]=[CH:16][C:14]=1[NH2:15].CN(C)[CH:24]=[O:25].C[N:28](C=O)C>>[NH2:28][C:18]1[C:17]([O:25][CH3:24])=[CH:16][C:14]([N:15]=[N:8][C:7]2[CH:9]=[CH:10][C:4]([N+:1]([O-:3])=[O:2])=[CH:5][CH:6]=2)=[C:13]([O:12][CH3:11])[CH:19]=1 |f:2.3|. Reactants: ON=C(C#N)C1=CC=CC=C1 (2-hydroxyimino-2-phenylacetonitrile), CN(C1=CC=CC=C1)C (dimethylaniline), C(C)(C)(C)O (tert-butyl alcohol), C(=O)(Cl)Cl (phosgene). Run in C1=CC=CC=C1 (benzene), O (Water), C1=CC=CC=C1 (benzene), C1=CC=CC=C1 (benzene), C1=CC=CC=C1 (benzene), N1=CC=CC=C1 (pyridine). Reaction conditions: time 1 hour. Yields the product C(C)(C)(C)OC(=O)ON=C(C#N)C1=CC=CC=C1 (2-tert-butoxycarbonyloxyimino-2-phenylacetonitrile). The yield is 28.5%. As a reaction SMILES: [OH:1][N:2]=[C:3]([C:6]1[CH:11]=[CH:10][CH:9]=[CH:8][CH:7]=1)[C:4]#[N:5].CN(C)C1C=CC=CC=1.[C:21]([OH:25])([CH3:24])([CH3:23])[CH3:22].[C:26](Cl)(Cl)=[O:27]>C1C=CC=CC=1.O.N1C=CC=CC=1>[C:21]([O:25][C:26]([O:1][N:2]=[C:3]([C:6]1[CH:11]=[CH:10][CH:9]=[CH:8][CH:7]=1)[C:4]#[N:5])=[O:27])([CH3:24])([CH3:23])[CH3:22]. Procedure: A solution of 2-hydroxyimino-2-phenylacetonitrile (7.3 g), dimethylaniline (6.0 g.) and tert-butyl alcohol (3.7 g.) in benzene (50 ml.) was dropwise added to a solution of phosgene (5.0 g.) in benzene (50 ml.) over 30 minutes under ice-cooling. To the mixture was dropwise added a solution of pyridine (4.0 ml.) in benzene (20 ml.) and the mixture was stirred for 1 hour at the same temperature and allowed to stand overnight. Water and benzene were added to the reaction mixture and an insoluble mat...